describe an organic reaction: reactants, conditions, products, and yield From a dataset of the Open Reaction Database (ORD), a public repository of structured organic reaction records. Starting materials: FC1=C(C=CC=C1OC)C(CC(=O)O)CC (3-(2-Fluoro-3-methoxyphenyl)pentanoic acid), CN1CCCC1=O (NMP), [OH-].[Na+] (NaOH), C(CCCCCCCCCCC)S (1-dodecanethiol). The solvent is Cl (HCl), CCOC(=O)C (EtOAc). Run at temperature 125 celsius, time 5 hour. The product is FC1=C(C=CC=C1O)C(CC(=O)O)CC (3-(2-Fluoro-3-hydroxyphenyl)pentanoic acid). The yield is 100.1%. As a reaction SMILES: [F:1][C:2]1[C:7]([O:8]C)=[CH:6][CH:5]=[CH:4][C:3]=1[CH:10]([CH2:15][CH3:16])[CH2:11][C:12]([OH:14])=[O:13].CN1C(=O)CCC1.[OH-].[Na+].C(S)CCCCCCCCCCC>Cl.CCOC(C)=O>[F:1][C:2]1[C:7]([OH:8])=[CH:6][CH:5]=[CH:4][C:3]=1[CH:10]([CH2:15][CH3:16])[CH2:11][C:12]([OH:14])=[O:13] |f:2.3|. Procedure: A 500 mL round bottom flask was charged with 3-(2-fluoro-3-methoxyphenyl)pentanoic acid 77.D (3.44 g, 15.2 mmol), NMP (30 mL), NaOH (2.74 g, 68.4 mmol), and 1-dodecanethiol (available from Aldrich) (12.8 mL, 53.2 mmol). The mixture was stirred for 5 hours at 125° C. under N2, cooled to room temperature, and diluted with 1 N HCl and EtOAc. The combined organic layers were washed with water and brine, dried (MgSO4), and concentrated to afford 3-(2-fluoro-3-hydroxyphenyl)pentanoic acid 77.E as a ye...